This data is from the Open Reaction Database (ORD), a public repository of structured organic reaction records. The task is: describe an organic reaction: reactants, conditions, products, and yield Reactants: C(C)(=O)OC(C)=O (acetic anhydride), C(#N)C=1C(=C2C(=NC=NN2C1)NC(C)=O)C1=CC=C(C=C1)[N+](=O)[O-] (N-[6-cyano-5-(4-nitro-phenyl)-pyrrolo[2,1-f][1,2,4]triazin-4-yl]-acetamide), Cl.NO (hydroxylamine hydrochloride), NC1=NC=NN2C1=C(C(=C2)C=O)C2=CC=C(C=C2)[N+](=O)[O-] (4-amino-5-(4-nitrophenyl)pyrrolo[2,1-f][1,2,4]triazine-6-carbaldehyde), NC1=NC=NN2C1=C(C(=C2)C=O)C2=CC=C(C=C2)[N+](=O)[O-] (4-amino-5-(4-nitrophenyl)pyrrolo[2,1-f][1,2,4]triazine-6-carbaldehyde). Run in CCOC(=O)C (EtOAc), O (H2O), N1=CC=CC=C1 (pyridine). Reaction conditions: time 1 hour. The product is NC1=NC=NN2C1=C(C(=C2)C#N)C2=CC=C(C=C2)[N+](=O)[O-] (4-amino-5-(4-nitrophenyl)pyrrolo[2,1-f][1,2,4]triazine-6-carbonitrile). RXN SMILES: NC1C2=C(C3C=CC([N+]([O-])=O)=CC=3)C(C=O)=CN2N=CN=1.Cl.NO.C(OC(=O)C)(=O)C.[C:32]([C:34]1[C:35]([C:47]2[CH:52]=[CH:51][C:50]([N+:53]([O-:55])=[O:54])=[CH:49][CH:48]=2)=[C:36]2[N:41]([CH:42]=1)[N:40]=[CH:39][N:38]=[C:37]2[NH:43]C(=O)C)#[N:33]>CCOC(C)=O.O.N1C=CC=CC=1>[NH2:43][C:37]1[C:36]2=[C:35]([C:47]3[CH:48]=[CH:49][C:50]([N+:53]([O-:55])=[O:54])=[CH:51][CH:52]=3)[C:34]([C:32]#[N:33])=[CH:42][N:41]2[N:40]=[CH:39][N:38]=1 |f:1.2|. Procedure details: To a solution of pyridine (8.75 mL) was added 4-amino-5-(4-nitrophenyl)pyrrolo[2,1-f][1,2,4]triazine-6-carbaldehyde (Intermediate H, Step 2) (500 mg, 1.77 mmol) followed by hydroxylamine hydrochloride (135 mg, 1.94 mmol). The solution was stirred at rt for 1 h, acetic anhydride (366 mL, 3.88 mmol) was added, and the solution was heated to 80° C. for 17 h. Upon cooling to rt the reaction mixture was partially rotavapped and then diluted with EtOAc (50 mL) and H2O (50 mL). The solution was transfe...